From a dataset of the Open Reaction Database (ORD), a public repository of structured organic reaction records. describe an organic reaction: reactants, conditions, products, and yield Starting materials: CC1(OB(OC1(C)C)C=1C=CC(=NC1)C#N)C (5-(4,4,5,5-tetramethyl-[1,3,2]dioxaborolan-2-yl)-pyridine-2-carbonitrile), BrC1=C(C=O)C=CC=C1 (2-bromo-benzaldehyde), C(C)#N (actonitrile), C([O-])([O-])=O.[Na+].[Na+] (sodium carbonate). The reagents and catalysts are Cl[Pd]([P](C1=CC=CC=C1)(C2=CC=CC=C2)C3=CC=CC=C3)([P](C4=CC=CC=C4)(C5=CC=CC=C5)C6=CC=CC=C6)Cl (dichlorobis(triphenylphosphine)-palladium(II)). Solvent: C(C)(=O)OCC (ethyl acetate). Run at temperature 100 celsius. Product: C(=O)C1=C(C=CC=C1)C=1C=CC(=NC1)C#N (5-(2-formyl-phenyl)-pyridine-2-carbonitrile). Yield: 72.0%. As a reaction SMILES: CC1(C)C(C)(C)OB([C:9]2[CH:10]=[CH:11][C:12]([C:15]#[N:16])=[N:13][CH:14]=2)O1.Br[C:19]1[CH:26]=[CH:25][CH:24]=[CH:23][C:20]=1[CH:21]=[O:22].C(#N)C.C(=O)([O-])[O-].[Na+].[Na+]>Cl[Pd](Cl)([P](C1C=CC=CC=1)(C1C=CC=CC=1)C1C=CC=CC=1)[P](C1C=CC=CC=1)(C1C=CC=CC=1)C1C=CC=CC=1.C(OCC)(=O)C>[CH:21]([C:20]1[CH:23]=[CH:24][CH:25]=[CH:26][C:19]=1[C:9]1[CH:10]=[CH:11][C:12]([C:15]#[N:16])=[N:13][CH:14]=1)=[O:22] |f:3.4.5,^1:38,57|. Procedure details: In a microwave vial, 5-(4,4,5,5-tetramethyl-[1,3,2]dioxaborolan-2-yl)-pyridine-2-carbonitrile (279 mg, 1.51 mmol), 2-bromo-benzaldehyde (230 mg, 1 mmol) and 2 ml of actonitrile were mixed. Then, 2 ml of 1N aqueous sodium carbonate was added, followed by 5 mole percent of dichlorobis(triphenylphosphine)-palladium(II). The reaction vessel was sealed and heated at 100° C. for 10 minutes with microwave irradiation. After cooling, 50 ml of ethyl acetate was added, the organic layer was separated, was... The reactants are C(C)(=O)N1CC2=C(CCC1)C=C(S2)C(CCl)=O (7-acetyl-2-chloroacetyl-5,6,7,8-tetrahydro-4H-thieno[2,3-c]azepine), O (water). Solvent: C(C)[SiH](CC)CC (triethylsilane), FC(C(=O)O)(F)F (trifluoroacetic acid). Reaction conditions: time 12 hour. Yields the product C(C)(=O)N1CC2=C(CCC1)C=C(S2)CCCl (7-acetyl-2-chloroethyl-5,6,7,8-tetrahydro-4H-thieno[2,3-c]azepine). Isolated yield 90.4%. RXN SMILES: [C:1]([N:4]1[CH2:10][CH2:9][CH2:8][C:7]2[CH:11]=[C:12]([C:14](=O)[CH2:15][Cl:16])[S:13][C:6]=2[CH2:5]1)(=[O:3])[CH3:2].O>C([SiH](CC)CC)C.FC(F)(F)C(O)=O>[C:1]([N:4]1[CH2:10][CH2:9][CH2:8][C:7]2[CH:11]=[C:12]([CH2:14][CH2:15][Cl:16])[S:13][C:6]=2[CH2:5]1)(=[O:3])[CH3:2]. Reported procedure: A mixture of 2.1 g of 7-acetyl-2-chloroacetyl-5,6,7,8-tetrahydro-4H-thieno[2,3-c]azepine in 5.4 ml of triethylsilane and 15 ml of trifluoroacetic acid was stirred at room temperature for 12 hours. The mixture was poured into water, made alkaline and extracted with ethyl acetate. The extract was washed with water, dried and concentrated. The residue was purified by column chromatography on a silica gel to give 1.8 g of 7-acetyl-2-chloroethyl-5,6,7,8-tetrahydro-4H-thieno[2,3-c]azepine as an oil.